This data is from the Open Reaction Database (ORD), a public repository of structured organic reaction records. The task is: describe an organic reaction: reactants, conditions, products, and yield The yield is 37.2%. Yields the product N(C1=CC=CC=C1)C1=NC(=NC(=C1CC(=O)OC)Cl)C (4-anilino-6-chloro-2-methylpyrimidine-5-acetic acid, methyl ester). RXN SMILES: Cl[C:2]1[C:7]([CH2:8][C:9]([O:11][CH3:12])=[O:10])=[C:6]([Cl:13])[N:5]=[C:4]([CH3:14])[N:3]=1.[NH2:15][C:16]1[CH:21]=[CH:20][CH:19]=[CH:18][CH:17]=1>C(Cl)Cl>[NH:15]([C:2]1[C:7]([CH2:8][C:9]([O:11][CH3:12])=[O:10])=[C:6]([Cl:13])[N:5]=[C:4]([CH3:14])[N:3]=1)[C:16]1[CH:21]=[CH:20][CH:19]=[CH:18][CH:17]=1. Reactants: ClC1=NC(=NC(=C1CC(=O)OC)Cl)C (4,6-dichloro-2-methylpyrimidine-5-acetic acid, methyl ester), NC1=CC=CC=C1 (aniline). Conditions: temperature 50 celsius. Reported procedure: A mixture of 4,6-dichloro-2-methylpyrimidine-5-acetic acid, methyl ester (8.5g, 36mM) and aniline (4.7g, 49mM) was heated at 50° C. for 13 hours. Methylene chloride (300ml) was added to the cooled mixture and the mixture filtered. The liltrate was washed with 2M hydrochloric acid (1×170ml, 1×85ml) and water. The organic layer was separated, stirred with 2M sodium hydroxide (110ml) and then separated. The aqueous layer was extracted with methylene chloride (2×85ml). The organic layers were combin... Solvent: C(Cl)Cl (Methylene chloride). The reactants are C(=O)(C(F)(F)F)O (TFA), C(C)(C)(C)O[C@H](C)[C@@H]1N(C(SC1)=NC1=C(C=C(C=C1)[N+](=O)[O-])C)CC(C)C ((4S)-4-(1 (R)-tert-butoxyethyl)-3-isobutyl-2-(2-methyl-4-nitrophenylimino)-1,3-thiazolidine). Reaction conditions: temperature 20 celsius, time 1.5 hour. Yields the product O[C@H](C)[C@@H]1N(C(SC1)=NC1=C(C=C(C=C1)[N+](=O)[O-])C)CC(C)C ((4S)-4-(1(R)-hydroxyethyl)-3-isobutyl-2-(2-methyl-4-nitrophenylimino)-1,3-thiazolidine). Isolated yield 91.7%. As a reaction SMILES: C(O)(C(F)(F)F)=O.C([O:12][C@@H:13]([C@H:15]1[CH2:19][S:18][C:17](=[N:20][C:21]2[CH:26]=[CH:25][C:24]([N+:27]([O-:29])=[O:28])=[CH:23][C:22]=2[CH3:30])[N:16]1[CH2:31][CH:32]([CH3:34])[CH3:33])[CH3:14])(C)(C)C>>[OH:12][C@@H:13]([C@H:15]1[CH2:19][S:18][C:17](=[N:20][C:21]2[CH:26]=[CH:25][C:24]([N+:27]([O-:29])=[O:28])=[CH:23][C:22]=2[CH3:30])[N:16]1[CH2:31][CH:32]([CH3:34])[CH3:33])[CH3:14]. Reported procedure: A solution of TFA (8 mL) was cooled to 4° C. and added to solid (4S)-4-(1 (R)-tert-butoxyethyl)-3-isobutyl-2-(2-methyl-4-nitrophenylimino)-1,3-thiazolidine (Method C5b; 0.16 g, 0.42 mmol) via cannula. The resulting solution was warmed to 20° C. and stirred at that temp. for 1.5 h. The reaction mixture was concentrated under reduced pressure and the residue was partitioned between Et2O (100 mL) and a saturated NaHCO3 solution (100 mL). The ether layer was dried (MgSO4) and concentrated under redu...